From a dataset of the Open Reaction Database (ORD), a public repository of structured organic reaction records. describe an organic reaction: reactants, conditions, products, and yield The reactants are C=[N+]=[N-], O=C(O)c1ccsc1. Product: COC(=O)c1ccsc1. RXN SMILES: [N+:9](=[N-:10])=[CH2:11].[cH:1]1[c:2]([C:6](=[O:7])[OH:8])[cH:3][cH:4][s:5]1>>[cH:1]1[c:2]([C:6]([O:7][CH3:11])=[O:8])[cH:3][cH:4][s:5]1. The reactants are ClCCS(=O)Cl (2-Chloroethanesulfinyl chloride), C(CCC)O (Normal butanol). The solvent is CCOCC (ether). Yields the product ClCCS(=O)OCCCC (butyl 2-chloroethanesulfinate). Reaction SMILES: [Cl:1][CH2:2][CH2:3][S:4](Cl)=[O:5].[CH2:7]([OH:11])[CH2:8][CH2:9][CH3:10]>CCOCC>[Cl:1][CH2:2][CH2:3][S:4]([O:11][CH2:7][CH2:8][CH2:9][CH3:10])=[O:5]. Procedure: 2-Chloroethanesulfinyl chloride (16.2 w), prepared as in Example I was dissolved in dry ether (130 v) and the solution was cooled to -15°. Normal butanol was added dropwise under a nitrogen atmosphere to the cooled solution. Upon completion of the addition period the reaction mixture was allowed to warm to ambient temperatures and the solvent was removed by distillation in a vacuum to yield a colorless liquid, butyl 2-chloroethanesulfinate (18.5 w). Reactants: O=C(Cl)c1ccccc1, CC(C)(C)O, CCN(C(C)C)C(C)C, ClCCl, COc1ccc2c(OCC(C)(C)n3cc(N)ccc3=O)ccnc2c1. Yields the product COc1ccc2c(OCC(C)(C)n3cc(NC(=O)c4ccccc4)ccc3=O)ccnc2c1. RXN SMILES: [C:35]([c:36]1[cH:37][cH:38][cH:39][cH:40][cH:41]1)(=[O:42])[Cl:43].[C:47]([OH:48])([CH3:49])([CH3:50])[CH3:51].[CH:26]([N:27]([CH2:28][CH3:29])[CH:30]([CH3:31])[CH3:32])([CH3:33])[CH3:34].[Cl:44][CH2:45][Cl:46].[NH2:1][c:2]1[cH:3][cH:4][c:5](=[O:25])[n:6]([C:8]([CH2:9][O:10][c:11]2[cH:12][cH:13][n:14][c:15]3[cH:16][c:17]([O:21][CH3:22])[cH:18][cH:19][c:20]23)([CH3:23])[CH3:24])[cH:7]1>>[NH:1]([c:2]1[cH:3][cH:4][c:5](=[O:25])[n:6]([C:8]([CH2:9][O:10][c:11]2[cH:12][cH:13][n:14][c:15]3[cH:16][c:17]([O:21][CH3:22])[cH:18][cH:19][c:20]23)([CH3:23])[CH3:24])[cH:7]1)[C:35]([c:36]1[cH:37][cH:38][cH:39][cH:40][cH:41]1)=[O:42]. The yield is 78.0%. The reactants are CO (MeOH), ClC1=NC=CC(=N1)C1=C(N=C(S1)C(C)(C)C)C=1C(=C(C=CC1)NS(=O)(=O)C1=C(C=CC(=C1)F)F)F (N-{3-[5-(2-chloro-4-pyrimidinyl)-2-(1,1-dimethylethyl)-1,3-thiazol-4-yl]-2-fluorophenyl}-2,5-difluorobenzenesulfonamide), N (ammonia). Run at temperature 80 celsius. Yields the product NC1=NC=CC(=N1)C1=C(N=C(S1)C(C)(C)C)C=1C(=C(C=CC1)NS(=O)(=O)C1=C(C=CC(=C1)F)F)F (N-{3-[5-(2-Amino-4-pyrimidinyl)-2-(1,1-dimethylethyl)-1,3-thiazol-4-yl]-2-fluorophenyl}-2,5-difluorobenzenesulfonamide), solid. Procedure: Following a procedure analogous to the procedure described in Example 51, Step B using N-{3-[5-(2-chloro-4-pyrimidinyl)-2-(1,1-dimethylethyl)-1,3-thiazol-4-yl]-2-fluorophenyl}-2,5-difluorobenzenesulfonamide (200 mg, 0.371 mmol) and ammonia in MeOH 7M (6 ml, 42.0 mmol) and heating to 80° C. overnight, the title compound was obtained as an off-white solid (158 mg, 78% yield). 1H NMR (400 MHz, DMSO-d6) δ ppm 10.70 (s, 1H), 7.93 (d, J=5.1 Hz, 1H), 7.40-7.56 (m, 3H), 7.35-7.41 (m, 1H), 7.28-7.35 (m, ... As a reaction SMILES: Cl[C:2]1[N:7]=[C:6]([C:8]2[S:12][C:11]([C:13]([CH3:16])([CH3:15])[CH3:14])=[N:10][C:9]=2[C:17]2[C:18]([F:35])=[C:19]([NH:23][S:24]([C:27]3[CH:32]=[C:31]([F:33])[CH:30]=[CH:29][C:28]=3[F:34])(=[O:26])=[O:25])[CH:20]=[CH:21][CH:22]=2)[CH:5]=[CH:4][N:3]=1.[NH3:36].CO>>[NH2:36][C:2]1[N:7]=[C:6]([C:8]2[S:12][C:11]([C:13]([CH3:16])([CH3:15])[CH3:14])=[N:10][C:9]=2[C:17]2[C:18]([F:35])=[C:19]([NH:23][S:24]([C:27]3[CH:32]=[C:31]([F:33])[CH:30]=[CH:29][C:28]=3[F:34])(=[O:26])=[O:25])[CH:20]=[CH:21][CH:22]=2)[CH:5]=[CH:4][N:3]=1.